From a dataset of the Open Reaction Database (ORD), a public repository of structured organic reaction records. describe an organic reaction: reactants, conditions, products, and yield Starting materials: CCOC(=O)COC(C)CNC(=O)OC(C)(C)C, CCOC(C)=O, Cl. The product is CCOC(=O)COC(C)CN, Cl. Reaction SMILES: [CH2:1]([CH3:2])[O:3][C:4]([CH2:5][O:6][CH:7]([CH2:8][NH:9][C:10]([O:11][C:12]([CH3:13])([CH3:14])[CH3:15])=[O:16])[CH3:17])=[O:18].[CH3:20][CH2:21][O:22][C:23](=[O:24])[CH3:25].[ClH:19]>>[CH2:1]([CH3:2])[O:3][C:4]([CH2:5][O:6][CH:7]([CH2:8][NH2:9])[CH3:17])=[O:18].[ClH:19]. Starting materials: O=C([O-])O, CN1C(=O)CNC(c2ccccc2)c2cc(Cl)ccc21, CO, O=C(Cl)Cl, N, [Na+], c1ccccc1. Yields the product CN1C(=O)CN(C(N)=O)C(c2ccccc2)c2cc(Cl)ccc21. RXN SMILES: [C:21]([OH:22])([O-:23])=[O:24].[CH3:1][N:2]1[C:3](=[O:20])[CH2:4][NH:5][CH:6]([c:14]2[cH:15][cH:16][cH:17][cH:18][cH:19]2)[c:7]2[c:8]1[cH:9][cH:10][c:11]([Cl:13])[cH:12]2.[CH3:37][OH:38].[Cl:26][C:27](=[O:28])[Cl:29].[NH3:30].[Na+:25].[cH:31]1[cH:32][cH:33][cH:34][cH:35][cH:36]1>>[CH3:1][N:2]1[C:3](=[O:20])[CH2:4][N:5]([C:21](=[O:24])[NH2:30])[CH:6]([c:14]2[cH:15][cH:16][cH:17][cH:18][cH:19]2)[c:7]2[c:8]1[cH:9][cH:10][c:11]([Cl:13])[cH:12]2. Starting materials: S(=O)(=O)(C1=CC=C(C)C=C1)Cl (tosyl chloride), C([O-])([O-])=O.[K+].[K+] (potassium carbonate), FC=1C=C2CC[C@H](OC2=CC1)[C@@H](CO)O ((R)-1-((S)-6-fluoro-3,4-dihydro-2H-chromen-2-yl)ethane-1,2-diol), N1=CC=CC=C1 (pyridine). Solvent: O (water), ClCCl (dichloromethane), ClCCl (dichloromethane), CO (methanol), ClCCl (dichloromethane), ClCCl (dichloromethane). Conditions: temperature 1 celsius. Yields the product FC=1C=C2CC[C@H](OC2=CC1)[C@@H]1OC1 ((S)-6-fluoro-3,4-dihydro-2-((R)-oxiran-2-yl)-2H-chromene). The yield is 12.2%. Reaction SMILES: [F:1][C:2]1[CH:3]=[C:4]2[C:9](=[CH:10][CH:11]=1)[O:8][C@H:7]([C@H:12]([OH:15])[CH2:13]O)[CH2:6][CH2:5]2.N1C=CC=CC=1.S(Cl)(C1C=CC(C)=CC=1)(=O)=O.C(=O)([O-])[O-].[K+].[K+]>ClCCl.CO.O>[F:1][C:2]1[CH:3]=[C:4]2[C:9](=[CH:10][CH:11]=1)[O:8][C@H:7]([C@H:12]1[CH2:13][O:15]1)[CH2:6][CH2:5]2 |f:3.4.5|. Reported procedure: (R)-1-((S)-6-fluoro-3,4-dihydro-2H-chromen-2-yl)ethane-1,2-diol (0.27 g, 1.27 mmol) was dissolved in dichloromethane (10 ml) under nitrogen atmosphere and pyridine (510 μl) added under stirring. The reaction mixture was then cooled to 1° C. and tosyl chloride (0.24 g, 1.27 mmol) in dichloromethane (3 ml) was added over a period of 2.5 h. The reaction was quenched with saturated ammonium chloride (1 ml) and further diluted with dichloromethane (10 ml) and demi water (10 ml). The aqueous layer was... The reactants are CC(CCNC(C)C1=CC=CC=C1)(C)N1C=NC(=C1)NC(C(CCC)N)=O (2-Amino-pentanoic acid {1-[1,1-dimethyl-3-(1-phenyl-ethylamino)-propyl]-1H-imidazol-4-yl}-amide), FC=1C=C2CCC(CC2=C(C1)F)=O (6,8-Difluoro-3,4-dihydro-1H-naphthalen-2-one). The product is CC(CCN[C@H](C)C1=CC=CC=C1)(C)N1C=NC(=C1)NC([C@H](CCC)NC1CC2=C(C=C(C=C2CC1)F)F)=O ((S)-2-(6,8-Difluoro-1,2,3,4-tetrahydro-naphthalen-2-ylamino)-pentanoic acid {1-[1,1-dimethyl-3-((R)-1-phenyl-ethylamino)-propyl]-1H-imidazol-4-yl}-amide). RXN SMILES: [CH3:1][C:2]([N:15]1[CH:19]=[C:18]([NH:20][C:21](=[O:27])[CH:22]([NH2:26])[CH2:23][CH2:24][CH3:25])[N:17]=[CH:16]1)([CH3:14])[CH2:3][CH2:4][NH:5][CH:6]([C:8]1[CH:13]=[CH:12][CH:11]=[CH:10][CH:9]=1)[CH3:7].[F:28][C:29]1[CH:30]=[C:31]2[C:36](=[C:37]([F:39])[CH:38]=1)[CH2:35][C:34](=O)[CH2:33][CH2:32]2>>[CH3:14][C:2]([N:15]1[CH:19]=[C:18]([NH:20][C:21](=[O:27])[C@@H:22]([NH:26][CH:34]2[CH2:33][CH2:32][C:31]3[C:36](=[C:37]([F:39])[CH:38]=[C:29]([F:28])[CH:30]=3)[CH2:35]2)[CH2:23][CH2:24][CH3:25])[N:17]=[CH:16]1)([CH3:1])[CH2:3][CH2:4][NH:5][C@@H:6]([C:8]1[CH:13]=[CH:12][CH:11]=[CH:10][CH:9]=1)[CH3:7]. Procedure: 2-Amino-pentanoic acid {1-[1,1-dimethyl-3-(1-phenyl-ethylamino)-propyl]-1H-imidazol-4-yl}-amide was reacted with 6,8-Difluoro-3,4-dihydro-1H-naphthalen-2-one to afford the title: 538.6 m/z (M+1). Reactants: C(C1=CC=CC=C1)(=O)OC (methyl benzoate), C1(=CC=CC=C1)CCO (2-phenylethyl alcohol). Reaction conditions: temperature 210 celsius, time 4 hour. Product: C(C1=CC=CC=C1)(=O)OCCC1=CC=CC=C1 (2-phenylethyl benzoate). Isolated yield 80.4%. RXN SMILES: [C:1]([O:9][CH3:10])(=[O:8])[C:2]1[CH:7]=[CH:6][CH:5]=[CH:4][CH:3]=1.[C:11]1([CH2:17]CO)[CH:16]=[CH:15][CH:14]=[CH:13][CH:12]=1>>[C:1]([O:9][CH2:10][CH2:17][C:11]1[CH:16]=[CH:15][CH:14]=[CH:13][CH:12]=1)(=[O:8])[C:2]1[CH:7]=[CH:6][CH:5]=[CH:4][CH:3]=1. Procedure: The reaction was set up as in Example 2 except that methyl benzoate (748.8 g, 5.50 mol) was used instead of benzoic acid and 671.9 g (5.50 mol) of 2-phenylethyl alcohol was used. After 4 h at 190° C., 230 g of distillate was collected and the reaction mixture was 51% product by GLC. The methanol was stripped from the distillate on a Buchi rotary evaporator and the residue was returned to the reaction flask. The batch was heated for 2 h at 200° C. and 2 h at 210° C., whereupon 170 g of distillate...